Dataset: the Open Reaction Database (ORD), a public repository of structured organic reaction records. Task: describe an organic reaction: reactants, conditions, products, and yield Reactants: CO, Clc1ccc2ccccc2n1, ClCCl, N, OCCC1CCNCC1. Product: OCCC1CCN(c2ccc3ccccc3n2)CC1. As a reaction SMILES: [CH3:25][OH:26].[Cl:1][c:2]1[n:3][c:4]2[cH:5][cH:6][cH:7][cH:8][c:9]2[cH:10][cH:11]1.[Cl:21][CH2:22][Cl:23].[NH3:24].[NH:12]1[CH2:13][CH2:14][CH:15]([CH2:18][CH2:19][OH:20])[CH2:16][CH2:17]1>>[c:2]1([N:12]2[CH2:13][CH2:14][CH:15]([CH2:18][CH2:19][OH:20])[CH2:16][CH2:17]2)[n:3][c:4]2[cH:5][cH:6][cH:7][cH:8][c:9]2[cH:10][cH:11]1. Reactants: O=C([O-])O, COCCN(CCOC)S(F)(F)F, ClC(Cl)Cl, [Na+], CSc1ncc(C#N)c(-c2cnc3c(CO)cccn23)n1. Product: CSc1ncc(C#N)c(-c2cnc3c(CF)cccn23)n1. As a reaction SMILES: [C:35](=[O:36])([O-:37])[OH:38].[CH3:22][O:23][CH2:24][CH2:25][N:26]([S:27]([F:28])([F:29])[F:32])[CH2:30][CH2:31][O:33][CH3:34].[CH:40]([Cl:41])([Cl:42])[Cl:43].[Na+:39].[OH:1][CH2:2][c:3]1[c:4]2[n:5]([cH:6][cH:7][cH:8]1)[c:9](-[c:12]1[n:13][c:14]([S:20][CH3:21])[n:15][cH:16][c:17]1[C:18]#[N:19])[cH:10][n:11]2>>[CH2:2]([c:3]1[c:4]2[n:5]([cH:6][cH:7][cH:8]1)[c:9](-[c:12]1[n:13][c:14]([S:20][CH3:21])[n:15][cH:16][c:17]1[C:18]#[N:19])[cH:10][n:11]2)[F:32]. Starting materials: C(C)OC(C)OCC (acetaldehyde diethyl acetal), solid, C([O-])([O-])=O.[Na+].[Na+] (sodium carbonate), C(=CC)OCC (ethyl (1-propenyl) ether). The reagents and catalysts are B(F)(F)F.CCOCC (boron trifluoride etherate). Conditions: temperature 35 celsius, time 30 minute. Yields the product C(C)OC(C(C(C)OCC)C)OCC (1,1,3-triethoxy-2-methyl-butane). Yield: 66.2%. RXN SMILES: [CH2:1]([O:3][CH:4]([O:6][CH2:7][CH3:8])[CH3:5])[CH3:2].[CH:9]([O:12][CH2:13][CH3:14])=[CH:10]C.[C:15](=O)([O-])[O-].[Na+].[Na+]>B(F)(F)F.CCOCC>[CH2:1]([O:3][CH:4]([O:6][CH2:7][CH3:8])[CH:5]([CH3:15])[CH:9]([O:12][CH2:13][CH3:14])[CH3:10])[CH3:2] |f:2.3.4,5.6|. Procedure details: 900 g (7.4 mol) of acetaldehyde diethyl acetal (purity according to GC: 97%) and 0.85 g (0.75 ml, 6 mmol, 0.25 mol %) of boron trifluoride etherate were placed in a 2 l two-necked round flask fitted with a magnetic stirrer, a thermometer and a dropping funnel. 220 g (2.5 mol) of ethyl (1-propenyl) ether were added dropwise within about 30 minutes while cooling occasionally with ice at a temperature of about 35° C., but a maximum of 40° C. After completion of the addition the mixture was stirred ... Reactants: COc1cc2c(Oc3ccc(Nc4ccc(C(C)(C)C)cc4)c(F)c3)ccnc2cc1O, O=C([O-])[O-], CN(C)C=O, ClCCN1CCOCC1, Cl, [K+], [K+], O. Product: COc1cc2c(Oc3ccc(Nc4ccc(C(C)(C)C)cc4)c(F)c3)ccnc2cc1OCCN1CCOCC1. Reaction SMILES: [C:1]([CH3:2])([CH3:3])([CH3:4])[c:5]1[cH:6][cH:7][c:8]([NH:9][c:10]2[c:11]([F:30])[cH:12][c:13]([O:14][c:15]3[cH:16][cH:17][n:18][c:19]4[cH:20][c:21]([OH:27])[c:22]([O:25][CH3:26])[cH:23][c:24]34)[cH:28][cH:29]2)[cH:31][cH:32]1.[C:33](=[O:34])([O-:35])[O-:36].[CH3:49][N:50]([CH3:51])[CH:52]=[O:53].[Cl:40][CH2:41][CH2:42][N:43]1[CH2:44][CH2:45][O:46][CH2:47][CH2:48]1.[ClH:39].[K+:37].[K+:38].[OH2:54]>>[C:1]([CH3:2])([CH3:3])([CH3:4])[c:5]1[cH:6][cH:7][c:8]([NH:9][c:10]2[c:11]([F:30])[cH:12][c:13]([O:14][c:15]3[cH:16][cH:17][n:18][c:19]4[cH:20][c:21]([O:27][CH2:41][CH2:42][N:43]5[CH2:44][CH2:45][O:46][CH2:47][CH2:48]5)[c:22]([O:25][CH3:26])[cH:23][c:24]34)[cH:28][cH:29]2)[cH:31][cH:32]1. The reactants are CCOCC, CC=CCC1Cc2ccc(F)cc2C1=O, CCCCCC, CO, ClCCl, O=[O+][O-]. Product: O=CCC1Cc2ccc(F)cc2C1=O. Reaction SMILES: [CH2:25]([O:27][CH2:26][CH3:28])[CH3:29].[CH2:4]([CH:5]=[CH:6][CH3:7])[CH:8]1[C:9](=[O:18])[c:10]2[cH:11][c:12]([F:17])[cH:13][cH:14][c:15]2[CH2:16]1.[CH3:19][CH2:20][CH2:21][CH2:22][CH2:23][CH3:24].[CH3:33][OH:34].[Cl:30][CH2:31][Cl:32].[O-:1][O+:2]=[O:3]>>[CH2:4]([CH:5]=[O:27])[CH:8]1[C:9](=[O:18])[c:10]2[cH:11][c:12]([F:17])[cH:13][cH:14][c:15]2[CH2:16]1.